From a dataset of the Open Reaction Database (ORD), a public repository of structured organic reaction records. describe an organic reaction: reactants, conditions, products, and yield The reactants are NC1=NC=CC(=N1)NCCCN(C(OC(C)(C)C)=O)C (tert-butyl 3-(2-aminopyrimidin-4-ylamino)propyl(methyl)carbamate), solution, Cl (HCl), O1CCOCC1 (dioxane). Run in CO (methanol). Reaction conditions: time 18 hour. Yields the product Cl.Cl.CNCCCNC1=NC(=NC=C1)N (N4-(3-(methylamino)propyl)pyrimidine-2,4-diamine dihydrochloride). Isolated yield 16.6%. Reaction SMILES: [NH2:1][C:2]1[N:7]=[C:6]([NH:8][CH2:9][CH2:10][CH2:11][N:12](C)[C:13](=O)OC(C)(C)C)[CH:5]=[CH:4][N:3]=1.[ClH:21].O1CCOCC1>CO>[ClH:21].[ClH:21].[CH3:13][NH:12][CH2:11][CH2:10][CH2:9][NH:8][C:6]1[CH:5]=[CH:4][N:3]=[C:2]([NH2:1])[N:7]=1 |f:4.5.6|. Procedure details: A stirred solution of tert-butyl 3-(2-aminopyrimidin-4-ylamino)propyl(methyl)carbamate (Example 7A, 40 mg, 0.1422 mmol) in methanol (0.5 mL) was treated with a 4M solution of HCl in dioxane (0.5 mL, 2.0000 mmol). After stirring at ambient temperature for 18 hours, volatiles were removed under reduced pressure to give a white solid that was crystallized methanol/ether. White crystals were collected by filtration to provide N4-(3-(methylamino)propyl)pyrimidine-2,4-diamine dihydrochloride (6.0 mg, ... The reactants are IC1=C(N)C=CC=C1 (2-iodoaniline), C1(CC(CCC1)=O)=O (cyclohexane-1,3-dione). Product: IC1=C(C=CC=C1)NC1=CC(CCC1)=O (3-[(2-Iodophenyl)amino]-2-cyclohexen-1-one). RXN SMILES: [I:1][C:2]1[CH:8]=[CH:7][CH:6]=[CH:5][C:3]=1[NH2:4].[C:9]1(=O)[CH2:14][CH2:13][CH2:12][C:11](=[O:15])[CH2:10]1>>[I:1][C:2]1[CH:8]=[CH:7][CH:6]=[CH:5][C:3]=1[NH:4][C:9]1[CH2:14][CH2:13][CH2:12][C:11](=[O:15])[CH:10]=1. Procedure details: A stirred mixture of 2-iodoaniline (22.2 g) and cyclohexane-1,3-dione (11.2 g) was heated under nitrogen at 120° for 1 h, cooled and the resulting solid pulverised under ether (300 ml). The mixture was filtered and the solid (30 g) recrystallised from acetone:hexane (1:1, 400 ml), giving the title compound as prisms m.p. 151°-3° (decomp.).